Dataset: the Open Reaction Database (ORD), a public repository of structured organic reaction records. Task: describe an organic reaction: reactants, conditions, products, and yield Run at time 2 day. Procedure details: To a suspension of compound 5f (0.30 g, 0.73 mmol, Example 5) in MeOH (5 mL) was added K2CO3 (0.30 g, 2.2 mmol) and a solution of dimethyl (1-diazo-2-oxopropyl)phosphonate (0.18 g, 0.96 mmol) in MeOH (2 mL). The reaction mixture was stirred at rt for 2 days, and concentrated under reduced pressure. The residue obtained was dissolved in DCM (20 mL) and washed with water (20 mL). The aqueous layer was extracted with DCM (3×10 mL). The combined organic extracts were washed with brine, and dried ove... Solvent: CO (MeOH), CO (MeOH), C(Cl)Cl (DCM). As a reaction SMILES: [CH:1]([C:3]1[N:4]=[C:5]2[C:10]([N:11]3[CH2:16][CH2:15][O:14][CH2:13][CH2:12]3)=[CH:9][CH:8]=[N:7][N:6]2[C:17]=1[C:18]1[CH:30]=[CH:29][C:21]([C:22]([O:24][C:25]([CH3:28])([CH3:27])[CH3:26])=[O:23])=[CH:20][CH:19]=1)=O.[C:31]([O-])([O-])=O.[K+].[K+].[N+](=C(P(=O)(OC)OC)C(=O)C)=[N-]>CO.C(Cl)Cl>[C:1]([C:3]1[N:4]=[C:5]2[C:10]([N:11]3[CH2:16][CH2:15][O:14][CH2:13][CH2:12]3)=[CH:9][CH:8]=[N:7][N:6]2[C:17]=1[C:18]1[CH:30]=[CH:29][C:21]([C:22]([O:24][C:25]([CH3:27])([CH3:26])[CH3:28])=[O:23])=[CH:20][CH:19]=1)#[CH:31] |f:1.2.3|. Yields the product C(#C)C=1N=C2N(N=CC=C2N2CCOCC2)C1C1=CC=C(C(=O)OC(C)(C)C)C=C1 (tert-Butyl 4-(2-ethynyl-8-morpholinoimidazo[1,2-b]pyridazin-3-yl)benzoate). Starting materials: [N+](=[N-])=C(C(C)=O)P(OC)(OC)=O (dimethyl (1-diazo-2-oxopropyl)phosphonate), C(=O)([O-])[O-].[K+].[K+] (K2CO3), C(=O)C=1N=C2N(N=CC=C2N2CCOCC2)C1C1=CC=C(C(=O)OC(C)(C)C)C=C1 (tert-Butyl 4-(2-formyl-8-morpholinoimidazo[1,2-b]pyridazin-3-yl)benzoate). Starting materials: CC=1C(=C2C=C[N+](=CC2=CC1)[O-])[N+](=O)[O-] (6-methyl-5-nitroisoquinoline-2-oxide), O=P(Cl)(Cl)Cl (POCl3). Run in ClCCCl (1,2-dichloroethane). Product: ClC1=NC=CC2=C(C(=CC=C12)C)[N+](=O)[O-] (1-chloro-6-methyl-5-nitroisoquinoline). Isolated yield 55.2%. As a reaction SMILES: [CH3:1][C:2]1[C:3]([N+:13]([O-:15])=[O:14])=[C:4]2[C:9](=[CH:10][CH:11]=1)[CH:8]=[N+:7]([O-])[CH:6]=[CH:5]2.O=P(Cl)(Cl)[Cl:18]>ClCCCl>[Cl:18][C:8]1[C:9]2[C:4](=[C:3]([N+:13]([O-:15])=[O:14])[C:2]([CH3:1])=[CH:11][CH:10]=2)[CH:5]=[CH:6][N:7]=1. Procedure details: 6-Methyl-5-nitroquinoline (46.5 g, 0.228 mol) obtained in Step (3) was dissolved in 1,2-dichloroethane (1.8 L), added with POCl3 (107 mL, 1.14 mol) at room temperature, and refluxed for 7 hours or more. The reaction solution was cooled to room temperature and concentrated by distilling the solvent under reduced pressure. The concentrated solid was dissolved in dichloromethane, added with an ice water, and extracted with dichloromethane. The combined organic layer was dried over anhydrous sodium ... The reactants are Cl.Cl.BrC=1C=C(C2=C(OCCO2)C1)N1CCN(CC1)CCCCN1S(C2=C(C1=O)C=CC=C2)(=O)=O (2-(4-(4-(7-bromo-2,3-dihydro-1,4-benzodioxin-5-yl)-1-piperazinyl)-butyl)-1,2-benzisothiazole-3(2H)-one-1,1-dioxide, dihydrochloride), intermediate 2a, BrCCCCCN1S(C2=C(C1=O)C=CC=C2)(=O)=O (2(5-bromopentyl)-1,2-benzisothiazole-3(2H)-one-1,1-dioxide). The product is Cl.ClC=1C=C(C2=C(OCCO2)C1)N1CCN(CC1)CCCCCN1S(C2=C(C1=O)C=CC=C2)(=O)=O (2-(5-(4-(7-chloro-2,3-dihydro-1,4-benzodioxin-5-yl)-1-piperazinyl)-pentyl)-1,2-benzisothiazole-3(2H)-one-1,1-dioxide, hydrochloride). As a reaction SMILES: [ClH:1].Cl.Br[C:4]1[CH:5]=[C:6]([N:14]2[CH2:19][CH2:18][N:17](CCCCN3C(=O)C4C=CC=CC=4S3(=O)=O)[CH2:16][CH2:15]2)[C:7]2[O:12][CH2:11][CH2:10][O:9][C:8]=2[CH:13]=1.Br[CH2:37][CH2:38][CH2:39][CH2:40][CH2:41][N:42]1[C:46](=[O:47])[C:45]2[CH:48]=[CH:49][CH:50]=[CH:51][C:44]=2[S:43]1(=[O:53])=[O:52]>>[ClH:1].[Cl:1][C:4]1[CH:5]=[C:6]([N:14]2[CH2:19][CH2:18][N:17]([CH2:37][CH2:38][CH2:39][CH2:40][CH2:41][N:42]3[C:46](=[O:47])[C:45]4[CH:48]=[CH:49][CH:50]=[CH:51][C:44]=4[S:43]3(=[O:53])=[O:52])[CH2:16][CH2:15]2)[C:7]2[O:12][CH2:11][CH2:10][O:9][C:8]=2[CH:13]=1 |f:0.1.2,4.5|. Procedure details: This compound was prepared analogous to the method described for 2-(4-(4-(7-bromo-2,3-dihydro-1,4-benzodioxin-5-yl)-1-piperazinyl)-butyl)-1,2-benzisothiazole-3(2H)-one-1,1-dioxide, dihydrochloride (Example 3) using intermediate 2a (2.00 g, 6.9 mmol) and 2(5-bromopentyl)-1,2-benzisothiazole-3(2H)-one-1,1-dioxide (2.52 g, 7.6 mmol). Yield 1.40 g, m.p. 193°-5° C. Starting materials: CC1(C)CCC(N(C(=O)C(C)(C)C)C2CC(COS(C)(=O)=O)N(C(=O)OC(C)(C)C)C2)CC1, C1CCOC1. The product is CC1CC(N(C(=O)C(C)(C)C)C2CCC(C)(C)CC2)CN1C(=O)OC(C)(C)C. As a reaction SMILES: [C:1](=[O:2])([O:3][C:4]([CH3:5])([CH3:6])[CH3:7])[N:8]1[CH:9]([CH2:28][O:29][S:30]([CH3:31])(=[O:32])=[O:33])[CH2:10][CH:11]([N:13]([C:14]([C:15]([CH3:16])([CH3:17])[CH3:18])=[O:19])[CH:20]2[CH2:21][CH2:22][C:23]([CH3:26])([CH3:27])[CH2:24][CH2:25]2)[CH2:12]1.[CH2:34]1[O:35][CH2:36][CH2:37][CH2:38]1>>[C:1](=[O:2])([O:3][C:4]([CH3:5])([CH3:6])[CH3:7])[N:8]1[CH:9]([CH3:28])[CH2:10][CH:11]([N:13]([C:14]([C:15]([CH3:16])([CH3:17])[CH3:18])=[O:19])[CH:20]2[CH2:21][CH2:22][C:23]([CH3:26])([CH3:27])[CH2:24][CH2:25]2)[CH2:12]1. Starting materials: FCC(CN(C(OCC)=O)CC(OC)OC)=C (ethyl N-(2-fluoromethylallyl) -N-(2,2-dimethoxyethyl)carbamate), C(=O)O (formic acid), [Cl-].[Na+] (sodium chloride). The solvent is O (water). Product: FCC(CN(C(OCC)=O)CC=O)=C (Ethyl N-(2-fluoromethylallyl)-N-(2-oxoethyl) -carbamate). RXN SMILES: [F:1][CH2:2][C:3](=[CH2:17])[CH2:4][N:5]([CH2:11][CH:12](OC)[O:13]C)[C:6](=[O:10])[O:7][CH2:8][CH3:9].C(O)=O.[Cl-].[Na+]>O>[F:1][CH2:2][C:3](=[CH2:17])[CH2:4][N:5]([CH2:11][CH:12]=[O:13])[C:6](=[O:10])[O:7][CH2:8][CH3:9] |f:2.3|. Reported procedure: 25 g (0.1 mol) of ethyl N-(2-fluoromethylallyl) -N-(2,2-dimethoxyethyl)carbamate are heated under reflux for two hours with 5 g of formic acid in 100 ml of water. The mixture is saturated with sodium chloride and extracted with methylene chloride, and the organic phases are washed with sodium hydrogen carbonate solution until neutral. They are dried over magnesium sulphate and concentrated, and the residue is distilled. The reactants are C(C)(C)(C)OC([C@@H](NC(C1=CC=C(C=C1)NC(CCSCC(CO)O)=O)=O)CCC(=O)OC(C)(C)C)=O ((4-(6,7-dihydroxy-4-thiaheptanoylamino)benzoyl)glutamic acid di-t-butyl ester), O (water), Example 6, CN(C)C1=NC=CC=C1 (dimethylaminopyridine). Run in C(Cl)(Cl)Cl (chloroform), C(CCCCCCCCCCCCCCCCC)Cl (stearyl chloride), C(C)N(CC)CC (triethylamine). Conditions: time 24 hour. Yields the product C(C)(C)(C)OC([C@@H](NC(C1=CC=C(C=C1)NC(CCSCC(COCCCCCCCCCCCCCCCCCC)OCCCCCCCCCCCCCCCCCC)=O)=O)CCC(=O)OC(C)(C)C)=O ((4-(6,7-bis(stearyloxy)-4-thiaheptanoylamino)benzoyl)glutamic acid di-t-butyl ester). The yield is 76.0%. Reaction SMILES: [C:1]([O:5][C:6](=[O:37])[C@H:7]([CH2:28][CH2:29][C:30]([O:32][C:33]([CH3:36])([CH3:35])[CH3:34])=[O:31])[NH:8][C:9](=[O:27])[C:10]1[CH:15]=[CH:14][C:13]([NH:16][C:17](=[O:26])[CH2:18][CH2:19][S:20][CH2:21][CH:22]([OH:25])[CH2:23][OH:24])=[CH:12][CH:11]=1)([CH3:4])([CH3:3])[CH3:2].CN([C:41]1[CH:46]=[CH:45][CH:44]=[CH:43]N=1)C.O>C(Cl)(Cl)Cl.C(N(CC)CC)C.C(Cl)CCCCCCCCCCCCCCCCC>[C:1]([O:5][C:6](=[O:37])[C@H:7]([CH2:28][CH2:29][C:30]([O:32][C:33]([CH3:36])([CH3:35])[CH3:34])=[O:31])[NH:8][C:9](=[O:27])[C:10]1[CH:11]=[CH:12][C:13]([NH:16][C:17](=[O:26])[CH2:18][CH2:19][S:20][CH2:21][CH:22]([O:25][CH2:43][CH2:44][CH2:45][CH2:46][CH2:41][CH2:43][CH2:44][CH2:45][CH2:46][CH2:41][CH2:43][CH2:44][CH2:45][CH2:46][CH2:41][CH2:6][CH2:7][CH3:28])[CH2:23][O:24][CH2:41][CH2:46][CH2:45][CH2:44][CH2:43][CH2:43][CH2:44][CH2:45][CH2:46][CH2:41][CH2:43][CH2:44][CH2:45][CH2:46][CH2:41][CH2:2][CH2:1][CH3:3])=[CH:14][CH:15]=1)([CH3:4])([CH3:3])[CH3:2]. Procedure: To a solution of (4-(6,7-dihydroxy-4-thiaheptanoylamino)benzoyl)glutamic acid di-t-butyl ester as obtained in Reference Example 6 (50 mg) in chloroform (1 ml), triethylamine (0.258 ml), stearyl chloride (0.25 ml) and dimethylaminopyridine (1 mg) were added, followed by stirring at room temperature for 24 hours. After addition of water, the reaction mixture was extracted with ethyl acetate. The extract was washed with a 5% aqueous solution of citric acid, a saturated aqueous solution of sodium hy...